From a dataset of the Open Reaction Database (ORD), a public repository of structured organic reaction records. describe an organic reaction: reactants, conditions, products, and yield The product is CSCCC(NC(=O)OC(C)(C)C)C(=O)NCCCc1ccccc1. RXN SMILES: [C:15]([CH3:16])([CH3:17])([CH3:18])[O:19][C:20](=[O:21])[NH:22][CH:23]([CH2:24][CH2:25][S:26][CH3:27])[C:28](=[O:29])[OH:30].[C:8]([Cl:9])(=[O:10])[C:11]([CH3:12])([CH3:13])[CH3:14].[CH3:1][N:2]1[CH2:3][CH2:4][O:5][CH2:6][CH2:7]1.[O:41]1[CH2:42][CH2:43][CH2:44][CH2:45]1.[c:31]1([CH2:37][CH2:38][CH2:39][NH2:40])[cH:32][cH:33][cH:34][cH:35][cH:36]1>>[C:15]([CH3:16])([CH3:17])([CH3:18])[O:19][C:20](=[O:21])[NH:22][CH:23]([CH2:24][CH2:25][S:26][CH3:27])[C:28](=[O:30])[NH:40][CH2:39][CH2:38][CH2:37][c:31]1[cH:32][cH:33][cH:34][cH:35][cH:36]1. Reactants: CSCCC(NC(=O)OC(C)(C)C)C(=O)O, CC(C)(C)C(=O)Cl, CN1CCOCC1, C1CCOC1, NCCCc1ccccc1. The reactants are C#CCO, Cn1cc(C(=O)NCc2ccc(Cl)cc2)c(=O)c2cc(CN3CCOCC3)cc(I)c21, ClCCl, [Cu]I, Cl[Pd]Cl, c1ccc(P(c2ccccc2)c2ccccc2)cc1, c1ccc(P(c2ccccc2)c2ccccc2)cc1. The product is Cn1cc(C(=O)NCc2ccc(Cl)cc2)c(=O)c2cc(CN3CCOCC3)cc(C#CCO)c21. Reaction SMILES: [CH2:32]([C:33]#[CH:34])[OH:35].[Cl:1][c:2]1[cH:3][cH:4][c:5]([CH2:6][NH:7][C:8](=[O:9])[c:10]2[cH:11][n:12]([CH3:29])[c:13]3[c:14]([I:28])[cH:15][c:16]([CH2:21][N:22]4[CH2:23][CH2:24][O:25][CH2:26][CH2:27]4)[cH:17][c:18]3[c:19]2=[O:20])[cH:30][cH:31]1.[Cl:79][CH2:80][Cl:81].[Cu:77][I:78].[Pd:36]([Cl:37])[Cl:38].[c:39]1([P:40]([c:41]2[cH:42][cH:43][cH:44][cH:45][cH:46]2)[c:47]2[cH:48][cH:49][cH:50][cH:51][cH:52]2)[cH:53][cH:54][cH:55][cH:56][cH:57]1.[c:58]1([P:59]([c:60]2[cH:61][cH:62][cH:63][cH:64][cH:65]2)[c:66]2[cH:67][cH:68][cH:69][cH:70][cH:71]2)[cH:72][cH:73][cH:74][cH:75][cH:76]1>>[Cl:1][c:2]1[cH:3][cH:4][c:5]([CH2:6][NH:7][C:8](=[O:9])[c:10]2[cH:11][n:12]([CH3:29])[c:13]3[c:14]([C:34]#[C:33][CH2:32][OH:35])[cH:15][c:16]([CH2:21][N:22]4[CH2:23][CH2:24][O:25][CH2:26][CH2:27]4)[cH:17][c:18]3[c:19]2=[O:20])[cH:30][cH:31]1. The reactants are BrBr, CO, CC(=O)c1ccc2c(c1)OCC2. The product is O=C(CBr)c1ccc2c(c1)OCC2. As a reaction SMILES: [Br:1][Br:2].[CH3:15][OH:16].[O:3]1[CH2:4][CH2:5][c:6]2[c:7]1[cH:8][c:9]([C:12]([CH3:13])=[O:14])[cH:10][cH:11]2>>[Br:1][CH2:13][C:12]([c:9]1[cH:8][c:7]2[c:6]([cH:11][cH:10]1)[CH2:5][CH2:4][O:3]2)=[O:14]. Reactants: C12CN(CC(CC1)O2)C2=NC(=NC(=C2)N2CC1CCC(C2)O1)O (4,6-Di(8-oxa-3-azabicyclo[3.2.1]octan-3-yl)pyrimidin-2-ol), O=P(Cl)(Cl)Cl (POCl3). Run at temperature 100 celsius, time 4 hour. The product is ClC1=NC(=CC(=N1)N1CC2CCC(C1)O2)N2CC1CCC(C2)O1 (3,3′-(2-Chloropyrimidine-4,6-diyl)bis(8-oxa-3-azabicyclo[3.2.1]octane)). Yield: 93.0%. RXN SMILES: [CH:1]12[O:8][CH:5]([CH2:6][CH2:7]1)[CH2:4][N:3]([C:9]1[CH:14]=[C:13]([N:15]3[CH2:21][CH:20]4[O:22][CH:17]([CH2:18][CH2:19]4)[CH2:16]3)[N:12]=[C:11](O)[N:10]=1)[CH2:2]2.O=P(Cl)(Cl)[Cl:26]>>[Cl:26][C:11]1[N:10]=[C:9]([N:3]2[CH2:4][CH:5]3[O:8][CH:1]([CH2:7][CH2:6]3)[CH2:2]2)[CH:14]=[C:13]([N:15]2[CH2:21][CH:20]3[O:22][CH:17]([CH2:18][CH2:19]3)[CH2:16]2)[N:12]=1. Procedure: In a 25 mL round-bottomed flask was placed 4,6-di(8-oxa-3-azabicyclo[3.2.1]octan-3-yl)pyrimidin-2-ol (27), 12 mg, 0.038 mmol) in POCl3 (3 ml) to give a yellow solution. The mixture was stirred at 100° C. for 4 h. The mixture was cool to room temperature, poured on ice, and extracted with dichloromethane. The organic phase was dried over MgSO4, filtered and concentrated to give the title compound as a white crystalline solid (12 mg, 93%). Procedure: A suspension of (E)-3-(4-formylphenyl)acrylic acid (2 g, 10.5 mmol) in methanol (30 mL) was cooled to 5° C. and then concentrated H2SO4 (3 mL) was added under stirring and heated at 60° C. for 2 hours. The solvent was removed by evaporation and the obtained compound was stirred with water (100 mL) for 15 minutes. The precipitated white solid was filtered, washed with water (300 mL) and dried to get the pure product (1.9 g, 86% yield). Yields the product C(=O)C1=CC=C(C=C1)/C=C/C(=O)OC (methyl (E)-3-(4-formylphenyl)acrylate). Reactants: C(=O)C1=CC=C(C=C1)/C=C/C(=O)O ((E)-3-(4-formylphenyl)acrylic acid), CO (methanol), OS(=O)(=O)O (H2SO4). Isolated yield 86.0%. Reaction conditions: temperature 5 celsius. RXN SMILES: [CH:1]([C:3]1[CH:8]=[CH:7][C:6](/[CH:9]=[CH:10]/[C:11]([OH:13])=[O:12])=[CH:5][CH:4]=1)=[O:2].OS(O)(=O)=O.[CH3:19]O>>[CH:1]([C:3]1[CH:8]=[CH:7][C:6](/[CH:9]=[CH:10]/[C:11]([O:13][CH3:19])=[O:12])=[CH:5][CH:4]=1)=[O:2]. Starting materials: O=C1CCC(=O)N1Br, Cc1cc(C)c(-c2cccc3c2c(=O)ccn3Cc2ccccc2)c(C)c1, CN(C)C=O. Yields the product Cc1cc(C)c(-c2cccc3c2c(=O)c(Br)cn3Cc2ccccc2)c(C)c1. RXN SMILES: [Br:28][N:29]1[C:30](=[O:31])[CH2:32][CH2:33][C:34]1=[O:35].[CH2:1]([c:2]1[cH:3][cH:4][cH:5][cH:6][cH:7]1)[n:8]1[cH:9][cH:10][c:11](=[O:27])[c:12]2[c:13](-[c:18]3[c:19]([CH3:26])[cH:20][c:21]([CH3:25])[cH:22][c:23]3[CH3:24])[cH:14][cH:15][cH:16][c:17]12.[CH3:36][N:37]([CH3:38])[CH:39]=[O:40]>>[CH2:1]([c:2]1[cH:3][cH:4][cH:5][cH:6][cH:7]1)[n:8]1[cH:9][c:10]([Br:28])[c:11](=[O:27])[c:12]2[c:13](-[c:18]3[c:19]([CH3:26])[cH:20][c:21]([CH3:25])[cH:22][c:23]3[CH3:24])[cH:14][cH:15][cH:16][c:17]12. Reactants: BrCc1ccccc1, O=C([O-])[O-], CN(C)C=O, CCOC(C)=O, [K+], [K+], O=[N+]([O-])c1ccc2c(c1)CCN2, O. The product is O=[N+]([O-])c1ccc2c(c1)CCN2Cc1ccccc1. RXN SMILES: [Br:13][CH2:14][c:15]1[cH:16][cH:17][cH:18][cH:19][cH:20]1.[C:21](=[O:22])([O-:23])[O-:24].[CH3:28][N:29]([CH3:30])[CH:31]=[O:32].[CH3:33][CH2:34][O:35][C:36](=[O:37])[CH3:38].[K+:25].[K+:26].[N+:1](=[O:2])([O-:3])[c:4]1[cH:5][c:6]2[c:10]([cH:11][cH:12]1)[NH:9][CH2:8][CH2:7]2.[OH2:27]>>[N+:1](=[O:2])([O-:3])[c:4]1[cH:5][c:6]2[c:10]([cH:11][cH:12]1)[N:9]([CH2:14][c:15]1[cH:16][cH:17][cH:18][cH:19][cH:20]1)[CH2:8][CH2:7]2. Reactants: NC=1C(N(C(N(C1N)CC)=O)CC)=O (5,6-diamino-1,3-diethyluracil), COC1=CC(=C(C=CC(=O)O)C=C1OC)[N+](=O)[O-] (4,5-dimethoxy-2-nitrocinnamic acid). Product: COC1=CC(=C(/C=C/C2=NC=3N(C(N(C(C3N2)=O)CC)=O)CC)C=C1OC)[N+](=O)[O-] ((E)-8-(4,5-Dimethoxy-2-nitrostyryl)-1,3-diethylxanthine). The yield is 38.8%. RXN SMILES: [NH2:1][C:2]1[C:3](=[O:14])[N:4]([CH2:12][CH3:13])[C:5](=[O:11])[N:6]([CH2:9][CH3:10])[C:7]=1[NH2:8].[CH3:15][O:16][C:17]1[C:27]([O:28][CH3:29])=[CH:26][C:20]([CH:21]=[CH:22][C:23](O)=O)=[C:19]([N+:30]([O-:32])=[O:31])[CH:18]=1>>[CH3:15][O:16][C:17]1[C:27]([O:28][CH3:29])=[CH:26][C:20](/[CH:21]=[CH:22]/[C:23]2[NH:1][C:2]3[C:3](=[O:14])[N:4]([CH2:12][CH3:13])[C:5](=[O:11])[N:6]([CH2:9][CH3:10])[C:7]=3[N:8]=2)=[C:19]([N+:30]([O-:32])=[O:31])[CH:18]=1. Procedure: Substantially the same procedure as in Example 7 was repeated using 1.50 g (7.57 mmol) of 5,6-diamino-1,3-diethyluracil and 2.11 g (8.33 mmol) of 4,5-dimethoxy-2-nitrocinnamic acid. Then, the resultant crude crystals were recrystallized from dioxane to give 1.22 g (yield 39%) of Compound 124 as orange needles. Conditions: temperature 100 celsius, time 20 hour. Product: NC1=NC(=CC(=N1)C1=CC(=C2C(=NNC2=C1)N)OC)N1[C@@H](COCC1)C(C)C (6-{2-Amino-6-[(3R)-3-(1-methylethyl)-4-morpholinyl]-4-pyrimidinyl}-4-(methyloxy)-1H-indazol-3-amine). Reactants: NC1=NC(=CC(=N1)C1=CC(=C(C#N)C(=C1)OC)F)N1[C@@H](COCC1)C(C)C (4-{2-amino-6-[(3R)-3-(1-methylethyl)-4-morpholinyl]-4-pyrimidinyl}-2-fluoro-6-(methyloxy)benzonitrile), O.NN (hydrazine monohydrate), C(C)O (ethanol). As a reaction SMILES: [NH2:1][C:2]1[N:7]=[C:6]([C:8]2[CH:15]=[C:14](OC)[C:11]([C:12]#[N:13])=[C:10](F)[CH:9]=2)[CH:5]=[C:4]([N:19]2[CH2:24][CH2:23][O:22][CH2:21][C@H:20]2[CH:25]([CH3:27])[CH3:26])[N:3]=1.[OH2:28].[NH2:29][NH2:30].[CH2:31](O)C>>[NH2:1][C:2]1[N:7]=[C:6]([C:8]2[CH:9]=[C:10]3[C:11]([C:12]([NH2:13])=[N:29][NH:30]3)=[C:14]([O:28][CH3:31])[CH:15]=2)[CH:5]=[C:4]([N:19]2[CH2:24][CH2:23][O:22][CH2:21][C@H:20]2[CH:25]([CH3:26])[CH3:27])[N:3]=1 |f:1.2|. Procedure: To a solution of 4-{2-amino-6-[(3R)-3-(1-methylethyl)-4-morpholinyl]-4-pyrimidinyl}-2-fluoro-6-(methyloxy)benzonitrile (276 mg, 0.74 mmol) in ethanol (10 mL) was added hydrazine monohydrate (2 mL) in one portion. The mixture was heated at 100° C. for 20 hours. LCMS showed conversion complete. The mixture was cooled to room temperature and concentrated in vacuo. The solid residue was partitioned between EtOAc (2×40 mL) and water (15 mL). The organic was concentrated in vacuo, and the residue was ... The reactants are COC(=O)CCc1ccc(Cn2c(-c3cccnc3OCc3ccc(OC)cc3)nc3cc(F)c(F)cc32)cc1, Fc1cc2nc(-c3cccnc3OCC3CCCC3)n(CC3CCCCC3)c2cc1F. Product: COC(=O)CCc1ccc(Cn2c(-c3cccnc3O)nc3cc(F)c(F)cc32)cc1. RXN SMILES: [CH3:32][O:33][C:34]([CH2:35][CH2:36][c:37]1[cH:38][cH:39][c:40]([CH2:43][n:44]2[c:45](-[c:55]3[c:56]([O:61][CH2:62][c:63]4[cH:64][cH:65][c:66]([O:67][CH3:68])[cH:69][cH:70]4)[n:57][cH:58][cH:59][cH:60]3)[n:46][c:47]3[c:48]2[cH:49][c:50]([F:54])[c:51]([F:53])[cH:52]3)[cH:41][cH:42]1)=[O:71].[CH:1]1([CH2:2][n:3]2[c:4]3[cH:5][c:6]([F:7])[c:8]([F:9])[cH:10][c:11]3[n:12][c:13]2-[c:14]2[c:15]([O:16][CH2:17][CH:18]3[CH2:19][CH2:20][CH2:21][CH2:22]3)[n:23][cH:24][cH:25][cH:26]2)[CH2:27][CH2:28][CH2:29][CH2:30][CH2:31]1>>[CH3:32][O:33][C:34]([CH2:35][CH2:36][c:37]1[cH:38][cH:39][c:40]([CH2:43][n:44]2[c:45](-[c:55]3[c:56]([OH:61])[n:57][cH:58][cH:59][cH:60]3)[n:46][c:47]3[c:48]2[cH:49][c:50]([F:54])[c:51]([F:53])[cH:52]3)[cH:41][cH:42]1)=[O:71].